Dataset: the Open Reaction Database (ORD), a public repository of structured organic reaction records. Task: describe an organic reaction: reactants, conditions, products, and yield Starting materials: ClC1=NC=2C(CCCC2C=N1)=O (2-Chloro-6,7-dihydro-5H-quinazolin-8-one), BrBr (Br2). Reaction conditions: temperature 35 celsius. The product is BrC1CCC=2C=NC(=NC2C1=O)Cl (7-Bromo-2-chloro-6,7-dihydro-5H-quinazolin-8-one). RXN SMILES: [Cl:1][C:2]1[N:11]=[CH:10][C:9]2[CH2:8][CH2:7][CH2:6][C:5](=[O:12])[C:4]=2[N:3]=1.[Br:13]Br>>[Br:13][CH:6]1[C:5](=[O:12])[C:4]2[N:3]=[C:2]([Cl:1])[N:11]=[CH:10][C:9]=2[CH2:8][CH2:7]1. Procedure details: 2-Chloro-6,7-dihydro-5H-quinazolin-8-one (570 mg; 3.1 mmol) is dissolved in HClconc (20 ml) and combined at room temperature with Br2 (500 mg; 3.1 mmol) in HClconc (3.4 ml). The reaction mixture is warmed to 35° C. for 10 minutes, poured on water and extracted with ethyl acetate three times. The combined organic phases are dried over Na2SO4, filtered and evaporated to dryness to deliver the title compound as brown-yellow crystals (740 mg; 91%) which are used in the next step without further puri... Reactants: CC(C)CN, O=C(Cl)c1ccc(SCCCl)c([N+](=O)[O-])c1, ClCCl, [Na+], O=C([O-])O. Product: CC(C)CNC(=O)c1ccc(SCCCl)c([N+](=O)[O-])c1. RXN SMILES: [CH2:17]([CH:18]([CH3:19])[CH3:20])[NH2:21].[Cl:1][CH2:2][CH2:3][S:4][c:5]1[c:6]([N+:14](=[O:15])[O-:16])[cH:7][c:8]([C:9](=[O:10])[Cl:11])[cH:12][cH:13]1.[Cl:22][CH2:23][Cl:24].[Na+:29].[O-:25][C:26]([OH:27])=[O:28]>>[Cl:1][CH2:2][CH2:3][S:4][c:5]1[c:6]([N+:14](=[O:15])[O-:16])[cH:7][c:8]([C:9](=[O:10])[NH:21][CH2:17][CH:18]([CH3:19])[CH3:20])[cH:12][cH:13]1.